This data is from the Open Reaction Database (ORD), a public repository of structured organic reaction records. The task is: describe an organic reaction: reactants, conditions, products, and yield The reactants are O=C[C@H](O)[C@@H](O)[C@H](O)CO (xylose), O=C[C@H](O)[C@@H](O)[C@H](O)[C@H](O)CO (glucose), [Na+].[Cl-] (NaCl), Cl.N[C@@H](CS)C(=O)O (cysteine hydrochloride), C([O-])([O-])=O.[Ca+2] (calcium carbonate), butyl rubber. Reaction conditions: temperature 30 celsius. Product: C1(=CC=CC=C1)C(C(=O)O)(O)C.C(C(O)C)(=O)O (phenyllactic acid lactic acid). RXN SMILES: [O:1]=[CH:2][C@@H:3]([C@H:5]([C@@H:7]([CH2:9]O)O)O)[OH:4].O=[CH:12][C@@H:13]([C@H:15]([C@@H:17]([C@@H:19]([CH2:21][OH:22])[OH:20])O)O)O.[Na+].[Cl-].Cl.N[C@H](C(O)=O)CS.[C:33](=[O:36])([O-])[O-:34].[Ca+2]>>[C:5]1([C:3]([CH3:2])([OH:4])[C:33]([OH:34])=[O:36])[CH:15]=[CH:13][CH:12]=[CH:9][CH:7]=1.[C:21]([OH:22])(=[O:1])[CH:19]([CH3:17])[OH:20] |f:2.3,4.5,6.7,8.9|. Procedure: 25 parts by weight and 180 parts by weight of these xylose and glucose, respectively, were mixed with 10,000 parts by weight of a culture medium (10 g/l of peptone, 5 g/l of yeast extract, 2 g/l of meat extract, 5 g/l of NaCl, 2 g/l of cysteine hydrochloride and 5 g/l of calcium carbonate), and the mixture formed was injected into a pressure bottle. After the gaseous-phase portion in the bottle was displaced with nitrogen gas, the bottle was hermetically closed with a butyl rubber stopper, which... Reactants: C[N+]1(CCC(CC1)S)C (1,1-dimethyl-4-mercaptopiperidinium), O[C@H](C)[C@@H]1[C@@H]2N(C(C(C2)=O)C(=O)OCC2=CC=C(C=C2)[N+](=O)[O-])C1=O (4-nitrobenzyl (5R, 6S)-6-[(1R)-1-hydroxyethyl]-2-oxo-1-carbapenam-3-carboxylate). Product: C[N+]1(CCC(CC1)SC=1C[C@H]2N(C1C(=O)[O-])C([C@@H]2[C@@H](C)O)=O)C ((5R, 6S)-2-[1,1-Dimethylpiperidinium-4-ylthio]-6-[(1R)-1-hydroxyethyl]-1-carbapen-2-em-3-carboxylate). Yield: 6.8%. RXN SMILES: [CH3:1][N+:2]1([CH3:9])[CH2:7][CH2:6][CH:5]([SH:8])[CH2:4][CH2:3]1.[OH:10][C@@H:11]([C@H:13]1[C:33](=[O:34])[N:15]2[CH:16]([C:20]([O:22]CC3C=CC([N+]([O-])=O)=CC=3)=[O:21])[C:17](=O)[CH2:18][C@H:14]12)[CH3:12]>>[CH3:1][N+:2]1([CH3:9])[CH2:7][CH2:6][CH:5]([S:8][C:17]2[CH2:18][C@@H:14]3[C@@H:13]([C@H:11]([OH:10])[CH3:12])[C:33](=[O:34])[N:15]3[C:16]=2[C:20]([O-:22])=[O:21])[CH2:4][CH2:3]1. Procedure details: Following a procedure similar to that described in Example 6, but using 368 mg of the crude 1,1-dimethyl-4-mercaptopiperidinium salt prepared as described in Example 7-(1) and, 363 mg of 4-nitrobenzyl (5R, 6S)-6-[(1R)-1-hydroxyethyl]-2-oxo-1-carbapenam-3-carboxylate, 24 mg of the title compound were obtained. The reactants are C(C)(C)(C)OC(=O)N(CC1=C(C=C(C=C1)F)[N+](=O)[O-])CC(=O)O ([tert-butoxycarbonyl-(4-fluoro-2-nitro-benzyl)-amino]-acetic acid). The reagents and catalysts are [Pd] (Pd/C). The solvent is CCO (EtOH). Reaction conditions: time 5 hour. The product is NC1=C(CN(CC(=O)O)C(=O)OC(C)(C)C)C=CC(=C1)F (2-((2-amino-4-fluorobenzyl) (tert-butoxycarbonyl)amino) acetic acid). The yield is 100.4%. Reaction SMILES: [C:1]([O:5][C:6]([N:8]([CH2:20][C:21]([OH:23])=[O:22])[CH2:9][C:10]1[CH:15]=[CH:14][C:13]([F:16])=[CH:12][C:11]=1[N+:17]([O-])=O)=[O:7])([CH3:4])([CH3:3])[CH3:2]>CCO.[Pd]>[NH2:17][C:11]1[CH:12]=[C:13]([F:16])[CH:14]=[CH:15][C:10]=1[CH2:9][N:8]([C:6]([O:5][C:1]([CH3:4])([CH3:3])[CH3:2])=[O:7])[CH2:20][C:21]([OH:23])=[O:22]. Reported procedure: To a solution of [tert-butoxycarbonyl-(4-fluoro-2-nitro-benzyl)-amino]-acetic acid (5.11 g, 15.50 mmol) in absolute EtOH (30 mL), was added 10% Pd/C (1.02 g, 20% w/w). The reaction was stirred at r.t. for 5 h under hydrogen atmosphere. After completion of the reaction, as confirmed by TLC, the reaction mixture was filtered through celite bed and was washed with EtOAc (10 mL) and MeOH (10 mL). The solvents were removed in vacuo to afford 2-((2-amino-4-fluorobenzyl) (tert-butoxycarbonyl)amino) ace... Reactants: ClCC(CS(=O)(=O)[O-])O.[Na+] (sodium 3-chloro-2-hydroxypropanesulfonate). Run in C(C)(=O)O (acetic acid). Conditions: time 4 hour. Product: ClCC(CS(=O)(=O)O)O (3-Chloro-2-hydroxypropanesulfonic acid). RXN SMILES: [Cl:1][CH2:2][CH:3]([OH:9])[CH2:4][S:5]([O-:8])(=[O:7])=[O:6].[Na+]>C(O)(=O)C>[Cl:1][CH2:2][CH:3]([OH:9])[CH2:4][S:5]([OH:8])(=[O:7])=[O:6] |f:0.1|. Procedure: The sodium 3-chloro-2-hydroxypropanesulfonate reactant is added to the mixture, and the etherification reaction is conducted at 40° C over a period of 4 hours. The reaction mixture is neutralized to a pH of 8.3 with acetic acid, then filtered, washed twice with 50% isopropanol and once with 100% isopropanol. The galactomannan ether product is recovered and air-dried. Reactants: CCOC(C)=O, Clc1ccnc(Cl)n1, [H-], Nc1cn2nc(Oc3cccc(NC(=O)c4cccc(C(F)(F)F)c4)c3)ccc2n1, [Na+], C1CCOC1. Product: O=C(Nc1cccc(Oc2ccc3nc(Nc4ccnc(Cl)n4)cn3n2)c1)c1cccc(C(F)(F)F)c1. As a reaction SMILES: [CH3:41][CH2:42][O:43][C:44](=[O:45])[CH3:46].[Cl:33][c:34]1[n:35][cH:36][cH:37][c:38]([Cl:40])[n:39]1.[H-:31].[NH2:1][c:2]1[n:3][c:4]2[n:5]([n:6][c:7]([O:10][c:11]3[cH:12][c:13]([NH:17][C:18]([c:19]4[cH:20][c:21]([C:25]([F:26])([F:27])[F:28])[cH:22][cH:23][cH:24]4)=[O:29])[cH:14][cH:15][cH:16]3)[cH:8][cH:9]2)[cH:30]1.[Na+:32].[O:47]1[CH2:48][CH2:49][CH2:50][CH2:51]1>>[NH:1]([c:2]1[n:3][c:4]2[n:5]([n:6][c:7]([O:10][c:11]3[cH:12][c:13]([NH:17][C:18]([c:19]4[cH:20][c:21]([C:25]([F:26])([F:27])[F:28])[cH:22][cH:23][cH:24]4)=[O:29])[cH:14][cH:15][cH:16]3)[cH:8][cH:9]2)[cH:30]1)[c:38]1[cH:37][cH:36][n:35][c:34]([Cl:33])[n:39]1. Reactants: CC(C)(CO)CBr, ClC(Cl)(Cl)Cl, O=P(Cl)(Cl)Cl. Yields the product CC(C)(CBr)COP(=O)(Cl)Cl. RXN SMILES: [Br:6][CH2:7][C:8]([CH2:9][OH:10])([CH3:11])[CH3:12].[C:13]([Cl:14])([Cl:15])([Cl:16])[Cl:17].[P:1](=[O:2])([Cl:3])([Cl:4])[Cl:5]>>[P:1](=[O:2])([Cl:3])([Cl:5])[O:10][CH2:9][C:8]([CH2:7][Br:6])([CH3:11])[CH3:12]. Reactants: C(=O)=O (dry ice), ice water, ( 50 ), FC1=NC(=CC=C1)F (2,6-difluoropyridine), C(CCC)[Li].O1CCCC1 (n-butyl lithium tetrahydrofuran). The solvent is O1CCCC1 (tetrahydrofuran). Run at temperature 5 celsius, time 30 minute. The product is FC1=NC(=CC=C1C(=O)O)F (2,6-difluoro-3-pyridinecarboxylic acid). RXN SMILES: [F:1][C:2]1[CH:7]=[CH:6][CH:5]=[C:4]([F:8])[N:3]=1.C([Li])CCC.O1CCCC1.[C:19](=[O:21])=[O:20]>O1CCCC1>[F:1][C:2]1[C:7]([C:19]([OH:21])=[O:20])=[CH:6][CH:5]=[C:4]([F:8])[N:3]=1 |f:1.2|. Procedure: Fifty (50) g of 2,6-difluoropyridine was dissolved in 200 ml of tetrahydrofuran, and into the solution 326 ml of 1.6M n-butyl lithium-tetrahydrofuran solution was added dropwise at -70° C., followed by an hour's stirring at the same temperature. To the reaction mixture 29 g of dry ice blocks were added little by little, followed by 30 minutes' stirring at the same temperature. Raising the temperature to about 5° C., 500 ml of ice water was added. The reaction mixture was washed twice with ethyl ... The reactants are [BH4-], CCO, Nc1ncnc2c1c(-c1ccc(Oc3ccccc3)cc1)nn2C1CC(=O)C1, [Na+], C1CCOC1. Product: Nc1ncnc2c1c(-c1ccc(Oc3ccccc3)cc1)nn2C1CC(O)C1. Reaction SMILES: [BH4-:29].[CH3:36][CH2:37][OH:38].[NH2:1][c:2]1[c:3]2[c:4]([n:5][cH:6][n:7]1)[n:8]([CH:24]1[CH2:25][C:26](=[O:28])[CH2:27]1)[n:9][c:10]2-[c:11]1[cH:12][cH:13][c:14]([O:17][c:18]2[cH:19][cH:20][cH:21][cH:22][cH:23]2)[cH:15][cH:16]1.[Na+:30].[O:31]1[CH2:32][CH2:33][CH2:34][CH2:35]1>>[NH2:1][c:2]1[c:3]2[c:4]([n:5][cH:6][n:7]1)[n:8]([CH:24]1[CH2:25][CH:26]([OH:28])[CH2:27]1)[n:9][c:10]2-[c:11]1[cH:12][cH:13][c:14]([O:17][c:18]2[cH:19][cH:20][cH:21][cH:22][cH:23]2)[cH:15][cH:16]1.